This data is from the Open Reaction Database (ORD), a public repository of structured organic reaction records. The task is: describe an organic reaction: reactants, conditions, products, and yield Starting materials: C(Br)C1CO1 (epibromohydrin), ice, C(C1=CC=CC=C1)C1CCN(CC1)C=1NC2=CC=C(C=C2C1)C(=O)N (4-benzylpiperidinyl indole-5-carboxamide), [OH-].[K+] (KOH). The solvent is CC(=O)C (acetone). Run at time 30 minute. The product is C1(CCCCC1)CNCC(CNC(=O)C=1C=C2C=C(NC2=CC1)N1CCC(CC1)CC1=CC=CC=C1)O (N-(3-cyclohexylmethylamino-2-hydroxypropyl)-4-benzylpiperidinyl-indole-5-carboxamide). RXN SMILES: [CH2:1]([CH:8]1[CH2:13][CH2:12][N:11]([C:14]2[NH:15][C:16]3[C:21]([CH:22]=2)=[CH:20][C:19]([C:23]([NH2:25])=[O:24])=[CH:18][CH:17]=3)[CH2:10][CH2:9]1)[C:2]1[CH:7]=[CH:6][CH:5]=[CH:4][CH:3]=1.[OH-].[K+].[CH2:28]([CH:30]1[O:32][CH2:31]1)Br>CC(C)=O>[CH:19]1([CH2:23][NH:25][CH2:28][CH:30]([OH:32])[CH2:31][NH:25][C:23]([C:19]2[CH:20]=[C:21]3[C:16](=[CH:17][CH:18]=2)[NH:15][C:14]([N:11]2[CH2:10][CH2:9][CH:8]([CH2:1][C:2]4[CH:3]=[CH:4][CH:5]=[CH:6][CH:7]=4)[CH2:13][CH2:12]2)=[CH:22]3)=[O:24])[CH2:20][CH2:21][CH2:16][CH2:17][CH2:18]1 |f:1.2|. Procedure: The title compound was prepared according to scheme 7. To an ice-cold solution of 1.0 g (3.0 mmol) of 4-benzylpiperidinyl indole-5-carboxamide in acetone was added 15 mmol of powdered KOH followed by 3.0 mmol of epibromohydrin and the mixture was stirred for 30 min. The mixture was filtered and the solution was evaporated. The residue was dissolved in ethyl acetate, washed with water, dried and evaporated. After purification by silica gel column chromatography 435 mg of epoxide was obtained. MS ... Starting materials: O (water), O1[C@@]23[C@@H]1C[C@@]1([C@]([C@@H](CC1C2C[C@@H](C2=CC(C=C[C@]32C)=O)F)C)(C(=O)O)OC(=O)C3=NC=C(N=C3)C)C (5-methyl-pyrazine-2-carboxylic acid (6S,9S,10S,11S,13S,16R,17R)-9,11-epoxy-6-fluoro-17-carboxy-10,13,16-trimethyl-3-oxo-6,7,8,9,10,11,12,13,14,15,16,17-dodecahydro-3H-cyclopenta[a]phenanthren-17-yl ester), S(=O)(=O)(OC)OC (dimethyl sulphate), C1CCC2=NCCCN2CC1 (DBU). The solvent is CN(C)C=O (DMF). Reaction conditions: temperature 0 celsius, time 2 hour. The product is O1[C@@]23[C@@H]1C[C@@]1([C@]([C@@H](CC1C2C[C@@H](C2=CC(C=C[C@]32C)=O)F)C)(C(=O)OC)OC(=O)C3=NC=C(N=C3)C)C (5-methylpyrazine-2 carboxylic acid (6S,9S,10S,11S,13S,16R,17R)-9,11-epoxy-6-fluoro-17-methoxycarbonyl-10,13,16-trimethyl-3-oxo-6,7,8,9,10,11,12,13,14,15,16,17-dodecahydro-3H-cyclopenta[a]phenanthren-17-yl ester). As a reaction SMILES: [O:1]1[C@H:3]2[CH2:4][C@@:5]3([CH3:36])[CH:9]([CH:10]4[CH2:11][C@H:12]([F:21])[C:13]5[C@@:18]([CH3:19])([C@:2]124)[CH:17]=[CH:16][C:15](=[O:20])[CH:14]=5)[CH2:8][C@@H:7]([CH3:22])[C@:6]3([O:26][C:27]([C:29]1[CH:34]=[N:33][C:32]([CH3:35])=[CH:31][N:30]=1)=[O:28])[C:23]([OH:25])=[O:24].[CH2:37]1CCN2C(=NCCC2)CC1.S(OC)(OC)(=O)=O.O>CN(C=O)C>[O:1]1[C@H:3]2[CH2:4][C@@:5]3([CH3:36])[CH:9]([CH:10]4[CH2:11][C@H:12]([F:21])[C:13]5[C@@:18]([CH3:19])([C@:2]124)[CH:17]=[CH:16][C:15](=[O:20])[CH:14]=5)[CH2:8][C@@H:7]([CH3:22])[C@:6]3([O:26][C:27]([C:29]1[CH:34]=[N:33][C:32]([CH3:35])=[CH:31][N:30]=1)=[O:28])[C:23]([O:25][CH3:37])=[O:24]. Reported procedure: The product of Step 1 (2.50 g) is dissolved in DMF (11 mL) and cooled to 0° C. DBU (1.68 g) is added, followed by dimethyl sulphate (953 mg) after 10 minutes. The reaction is stirred at room temperature for 2 hours, poured into water and extracted with ethyl acetate. The combined organic phases are washed with water and brine, then dried over sodium sulfate. Evaporation affords 5-methylpyrazine-2 carboxylic acid (6S,9S,10S,11S,13S,16R,17R)-9,11-epoxy-6-fluoro-17-methoxycarbonyl-10,13,16-trimethy... Starting materials: Nc1nc(-c2cn3c(n2)-c2cc(Br)ccc2OCC3)n(-c2ccccc2Cl)n1, O=C([O-])[O-], [Cs+], [Cs+], C1COCCO1, O, OB(O)c1ccccc1. Product: Nc1nc(-c2cn3c(n2)-c2cc(-c4ccccc4)ccc2OCC3)n(-c2ccccc2Cl)n1. RXN SMILES: [Br:1][c:2]1[cH:3][cH:4][c:5]2[c:6]([cH:28]1)-[c:7]1[n:8]([cH:12][c:13](-[c:15]3[n:16][c:17]([NH2:27])[n:18][n:19]3-[c:20]3[c:21]([Cl:26])[cH:22][cH:23][cH:24][cH:25]3)[n:14]1)[CH2:9][CH2:10][O:11]2.[C:38](=[O:39])([O-:40])[O-:41].[Cs+:42].[Cs+:43].[O:45]1[CH2:46][CH2:47][O:48][CH2:49][CH2:50]1.[OH2:44].[OH:29][B:30]([OH:31])[c:32]1[cH:33][cH:34][cH:35][cH:36][cH:37]1>>[c:2]1(-[c:32]2[cH:33][cH:34][cH:35][cH:36][cH:37]2)[cH:3][cH:4][c:5]2[c:6]([cH:28]1)-[c:7]1[n:8]([cH:12][c:13](-[c:15]3[n:16][c:17]([NH2:27])[n:18][n:19]3-[c:20]3[c:21]([Cl:26])[cH:22][cH:23][cH:24][cH:25]3)[n:14]1)[CH2:9][CH2:10][O:11]2. The reactants are C[O-].[Na+] (sodium methoxide), BrC1=CN=C2C(=CC=NC2=C1)SC1=CC=C(C=C1)N (4-(7-bromo-1,5-naphthyridin-4-ylthio)benzenamine). Reagents/catalysts: C=1C=CC(=CC1)[P](C=2C=CC=CC2)(C=3C=CC=CC3)[Pd]([P](C=4C=CC=CC4)(C=5C=CC=CC5)C=6C=CC=CC6)([P](C=7C=CC=CC7)(C=8C=CC=CC8)C=9C=CC=CC9)[P](C=1C=CC=CC1)(C=1C=CC=CC1)C=1C=CC=CC1 (tetrakis(triphenylphosphine)palladium). Solvent: CN(C)C=O (DMF). Product: N1=CC=C(C2=NC=CC=C12)SC1=CC=C(C=C1)N (4-(1,5-naphthyridin-4-ylthio)benzenamine). As a reaction SMILES: C[O-].[Na+].Br[C:5]1[CH:14]=[C:13]2[C:8]([C:9]([S:15][C:16]3[CH:21]=[CH:20][C:19]([NH2:22])=[CH:18][CH:17]=3)=[CH:10][CH:11]=[N:12]2)=[N:7][CH:6]=1>CN(C=O)C.C1C=CC([P]([Pd]([P](C2C=CC=CC=2)(C2C=CC=CC=2)C2C=CC=CC=2)([P](C2C=CC=CC=2)(C2C=CC=CC=2)C2C=CC=CC=2)[P](C2C=CC=CC=2)(C2C=CC=CC=2)C2C=CC=CC=2)(C2C=CC=CC=2)C2C=CC=CC=2)=CC=1>[N:12]1[C:13]2[C:8](=[N:7][CH:6]=[CH:5][CH:14]=2)[C:9]([S:15][C:16]2[CH:21]=[CH:20][C:19]([NH2:22])=[CH:18][CH:17]=2)=[CH:10][CH:11]=1 |f:0.1,^1:31,33,52,71|. Reported procedure: To a mixture of tetrakis(triphenylphosphine)palladium (188 mg, 163 μmol) and sodium methoxide (176 mg, 3251 μmol) was added a solution of 4-(7-bromo-1,5-naphthyridin-4-ylthio)benzenamine (540 mg, 1625 μmol) in DMF (2 mL). The resealable tube was purged with argon, and the mixture was heated to 100° for 1.5 h. The mix was diluted with ethyl acetate, washed with brine twice, dried with sodium sulfate, and concentrated. The residue was purified by silica gel chromatography using 1-10% MeOH:CH2Cl2 w... Reactants: BrCCCOC1=CC=CC2=C1C(=C(O2)CO)C ([4-(3-bromo-propoxy)-3-methyl-benzofuran-2-yl]methanol). Reagents/catalysts: [O-2].[Mn+4].[O-2] (manganese(IV) oxide). Solvent: C(Cl)(Cl)Cl (chloroform). Run at time 8 hour. Yields the product BrCCCOC1=CC=CC2=C1C(=C(O2)C=O)C (4-(3-bromo-propoxy)-3-methyl-benzofuran-2-carbaldehyde). Yield: 73.0%. RXN SMILES: [Br:1][CH2:2][CH2:3][CH2:4][O:5][C:6]1[C:11]2[C:12]([CH3:17])=[C:13]([CH2:15][OH:16])[O:14][C:10]=2[CH:9]=[CH:8][CH:7]=1>C(Cl)(Cl)Cl.[O-2].[Mn+4].[O-2]>[Br:1][CH2:2][CH2:3][CH2:4][O:5][C:6]1[C:11]2[C:12]([CH3:17])=[C:13]([CH:15]=[O:16])[O:14][C:10]=2[CH:9]=[CH:8][CH:7]=1 |f:2.3.4|. Procedure: To a solution of [4-(3-bromo-propoxy)-3-methyl-benzofuran-2-yl]methanol (690 mg) in chloroform (10 ml) was added manganese(IV) oxide (1.2 g) at room temperature and the mixture was stirred vigorously overnight. The mixture was filtered through a pad of Celite and concentrated in vacuo. The titled compound (500 mg) was obtained as a white solid after the purification by silica gel column chromatography developed by the mixture of hexane and ethyl acetate. EI-MS: m/z 297 (M+); 1H-NMR (CDCl3): δ 2.... Starting materials: ice water, C([O-])(O)=O.[Na+] (sodium bicarbonate), [OH-].[Na+] (sodium hydroxide), [Sn](Cl)Cl (Tin (II) chloride), C(C)OC(CCNC(C1=C(C=CC(=C1)OCC1=CC=C(C=C1)C#N)[N+](=O)[O-])=O)=O (N-(5-(4-cyanobenzyloxy)-2-nitrobenzoyl)-b-alanine ethyl ester). Run in C(C)(=O)OCC (ethyl acetate), C(C)(=O)OCC.C(C)O (ethyl acetate ethanol). Run at temperature 70 celsius. The product is C(C)OC(CCNC(C1=C(C=CC(=C1)OCC1=CC=C(C=C1)C#N)N)=O)=O (N-(5-(4-cyanobenzyloxy)-2-aminobenzoyl)-b-alanine ethyl ester). Isolated yield 53.0%. RXN SMILES: [Sn](Cl)Cl.[CH2:4]([O:6][C:7](=[O:32])[CH2:8][CH2:9][NH:10][C:11](=[O:31])[C:12]1[CH:17]=[C:16]([O:18][CH2:19][C:20]2[CH:25]=[CH:24][C:23]([C:26]#[N:27])=[CH:22][CH:21]=2)[CH:15]=[CH:14][C:13]=1[N+:28]([O-])=O)[CH3:5].C(=O)(O)[O-].[Na+].[OH-].[Na+]>C(OCC)(=O)C.C(O)C.C(OCC)(=O)C>[CH2:4]([O:6][C:7](=[O:32])[CH2:8][CH2:9][NH:10][C:11](=[O:31])[C:12]1[CH:17]=[C:16]([O:18][CH2:19][C:20]2[CH:21]=[CH:22][C:23]([C:26]#[N:27])=[CH:24][CH:25]=2)[CH:15]=[CH:14][C:13]=1[NH2:28])[CH3:5] |f:2.3,4.5,6.7|. Procedure: Tin (II) chloride (12.2 g, 64.4 mmol) was added to a solution of 5.12 g (12.9 mmol) of N-(5-(4-cyanobenzyloxy)-2-nitrobenzoyl)-b-alanine ethyl ester in 40 mL of 1:1 ethyl acetate/ethanol and the mixture heated to 70° C. for 15 min, cooled, and poured into a mixture of ice water, 1N sodium bicarbonate, and ethyl acetate. 1N sodium hydroxide was added carefully until a clear solution resulted and the aqueous phase was separated and extracted with ethyl acetate. The combined organics were washed wi... Reactants: Cl, CC(C)(C)OC(=O)Nc1ccc2c(c1)[nH]c1cc(OCCOCCOCCF)ccc12, C1COCCO1. Product: Nc1ccc2c(c1)[nH]c1cc(OCCOCCOCCF)ccc12. Reaction SMILES: [ClH:32].[F:1][CH2:2][CH2:3][O:4][CH2:5][CH2:6][O:7][CH2:8][CH2:9][O:10][c:11]1[cH:12][cH:13][c:14]2[c:15]3[cH:16][cH:17][c:18]([NH:24][C:25](=[O:26])[O:27][C:28]([CH3:29])([CH3:30])[CH3:31])[cH:19][c:20]3[nH:21][c:22]2[cH:23]1.[O:33]1[CH2:34][CH2:35][O:36][CH2:37][CH2:38]1>>[F:1][CH2:2][CH2:3][O:4][CH2:5][CH2:6][O:7][CH2:8][CH2:9][O:10][c:11]1[cH:12][cH:13][c:14]2[c:15]3[cH:16][cH:17][c:18]([NH2:24])[cH:19][c:20]3[nH:21][c:22]2[cH:23]1.